From a dataset of the Open Reaction Database (ORD), a public repository of structured organic reaction records. describe an organic reaction: reactants, conditions, products, and yield Reactants: CS(=O)(=O)C1=CC=C(OC2=CC=C(C=C2)O)C=C1 (4-(4-(Methylsulfonyl)phenoxy)phenol), [OH-].[Na+] (NaOH), O (water), FC(=C(Cl)Cl)F (1,1-difluoro-2,2-dichloroethylene). Solvent: C(C)#N (acetonitrile), C(C)#N (acetonitrile). Reaction conditions: time 1 hour. Yields the product ClC(C(OC1=CC=C(C=C1)OC1=CC=C(C=C1)S(=O)(=O)C)(F)F)Cl (1-(2,2-Dichloro-1,1-difluoroethoxy)-4-(4-(methylsulfonyl)phenoxy)benzene). Yield: 89.4%. Reaction SMILES: [CH3:1][S:2]([C:5]1[CH:18]=[CH:17][C:8]([O:9][C:10]2[CH:15]=[CH:14][C:13]([OH:16])=[CH:12][CH:11]=2)=[CH:7][CH:6]=1)(=[O:4])=[O:3].[OH-].[Na+].[F:21][C:22]([F:26])=[C:23]([Cl:25])[Cl:24].O>C(#N)C>[Cl:24][CH:23]([Cl:25])[C:22]([F:26])([F:21])[O:16][C:13]1[CH:14]=[CH:15][C:10]([O:9][C:8]2[CH:17]=[CH:18][C:5]([S:2]([CH3:1])(=[O:3])=[O:4])=[CH:6][CH:7]=2)=[CH:11][CH:12]=1 |f:1.2|. Procedure: To a solution of 5.29 g (0.0200 mole) of 4-(4-(methylsulfonyl)phenoxy)phenol (Example 21) in 100 ml of acetonitrile was added 0.80 g (0.0200 mole) of NaOH. The mixture was stirred at room temperature for 1 hr and then cooled to 3° C. in an ice bath. To the cold slurry was slowly added 4.0 g (0.0300 mole) of 1,1-difluoro-2,2-dichloroethylene dissolved in 15 ml of acetonitrile and the reaction mixture stirred at 3°-5° C. for 3 hrs. To the cold mixture 150 ml of water was added which resulted in th... Yields the product N1C=NC2=CC=CC3=CC=CC1=C23 (1H-Perimidine). The solvent is O (water). Reactants: C(=O)O (formic acid), NC1=CC=CC2=CC=CC(=C12)N (1,8-diaminonaphthalene), N (ammonia). Conditions: temperature 100 celsius. Procedure: 95.0 g of formic acid are added to 15.8 g of 1,8-diaminonaphthalene and the mixture is stirred at reflux temperature (100° C.) for 1 hour. Then 200 ml of water are added, and the mixture is cooled to 15-20° C. and adjusted to a pH of 8.5 by addition of 25% strength by weight ammonia. It is cooled to 10° C. and subsequently stirred at 10° C. for 1 hour. The product which is precipitated is isolated by filtration, washed with water and dried in vacuo at 800 C. As a reaction SMILES: [CH:1](O)=O.[NH2:4][C:5]1[C:14]2[C:9](=[CH:10][CH:11]=[CH:12][C:13]=2[NH2:15])[CH:8]=[CH:7][CH:6]=1.N>O>[NH:4]1[C:5]2=[C:14]3[C:9](=[CH:8][CH:7]=[CH:6]2)[CH:10]=[CH:11][CH:12]=[C:13]3[N:15]=[CH:1]1. Starting materials: Cc1cc2c(cc1[N+](=O)[O-])=NC(=O)N=2, [H][H], O=[Ti]=O, O, [Pd]. The product is Cc1cc2c(cc1N)=NC(=O)N=2. Reaction SMILES: [CH3:1][c:2]1[cH:3][c:4]2[c:5]([cH:10][c:11]1[N+:12]([O-:13])=[O:14])=[N:6][C:7](=[O:9])[N:8]=2.[H:15][H:16].[O:17]=[Ti:18]=[O:19].[OH2:21].[Pd:20]>>[CH3:1][c:2]1[cH:3][c:4]2[c:5]([cH:10][c:11]1[NH2:12])=[N:6][C:7](=[O:9])[N:8]=2. Reactants: CC1=CC[C@H](OC1=O)[C@@H](C)[C@H]2CC[C@@]3([C@@]2(CC[C@]45[C@H]3CC[C@@H]6[C@]4(C5)CC[C@@H]([C@@]6(C)C(=O)O)O[C@H]7[C@@H]([C@H]([C@@H]([C@H](O7)CO)O)O)O)C)C (Abrusoside A), Cl (HCl). Product: CC1=CC[C@H](OC1=O)[C@@H](C)[C@H]2CC[C@@]3([C@@]2(CC[C@]45[C@H]3CC[C@@H]6[C@]4(C5)CC[C@@H]([C@@]6(C)C(=O)O)O)C)C (abrusogenin). Isolated yield 93.4%. As a reaction SMILES: [CH3:1][C:2]1[C:7](=[O:8])[O:6][C@H:5]([C@H:9]([C@@H:11]2[C@@:15]3([CH3:45])[CH2:16][CH2:17][C@@:18]45[CH2:24][C@:23]64[CH2:25][CH2:26][C@H:27]([O:33][C@@H]4O[C@H](CO)[C@@H](O)[C@H](O)[C@H]4O)[C@:28]([C:30]([OH:32])=[O:31])([CH3:29])[C@@H:22]6[CH2:21][CH2:20][C@H:19]5[C@:14]3([CH3:46])[CH2:13][CH2:12]2)[CH3:10])[CH2:4][CH:3]=1.Cl>>[CH3:1][C:2]1[C:7](=[O:8])[O:6][C@H:5]([C@H:9]([C@@H:11]2[C@@:15]3([CH3:45])[CH2:16][CH2:17][C@@:18]45[CH2:24][C@:23]64[CH2:25][CH2:26][C@H:27]([OH:33])[C@:28]([C:30]([OH:32])=[O:31])([CH3:29])[C@@H:22]6[CH2:21][CH2:20][C@H:19]5[C@:14]3([CH3:46])[CH2:13][CH2:12]2)[CH3:10])[CH2:4][CH:3]=1. Procedure details: Abrusoside A [30 mg] is hydrolyzed by treatment with 1 N HCl (8 ml) for 4 hr at 100° C., to produce an aglycone, abrusogenin [21 mg], which is recrystallized from MeOH as colorless, needle-shaped crystals, and is shown to be homogeneous by tlc in solvent 2 (Rf 0.35), cyclohexaneEtOAc-CHCl3 -MeOH (6:4:2:3, solvent 5, Rf 0.49), and CHCl3 -MeOH (10:1, solvent 6, Rf 0.23). The H2O layer containing the saccharide portion of abrusoside A is neutralized with silver carbonate, with the filtrate subjecte... Reactants: C(C)(C)(C)OC(NCC1=CC=C(C=C1)C=1C=CC=C2C(C=C(OC12)N1CCOCC1)=O)=O ([4-(2-Morpholin-4-yl-4-oxo-4H-chromen-8-yl)-benzyl]-carbamic acid tert-butyl ester), Cl (hydrogen chloride). The solvent is ClCCl (dichloromethane), O1CCOCC1 (dioxane). Run at time 3 hour. Product: NCC1=CC=C(C=C1)C=1C=CC=C2C(C=C(OC12)N1CCOCC1)=O (8-(4-aminomethyl-phenyl)-2-morpholin-4-yl-chromen-4-one). Reaction SMILES: C(OC(=O)[NH:7][CH2:8][C:9]1[CH:14]=[CH:13][C:12]([C:15]2[CH:16]=[CH:17][CH:18]=[C:19]3[C:24]=2[O:23][C:22]([N:25]2[CH2:30][CH2:29][O:28][CH2:27][CH2:26]2)=[CH:21][C:20]3=[O:31])=[CH:11][CH:10]=1)(C)(C)C.Cl>ClCCl.O1CCOCC1>[NH2:7][CH2:8][C:9]1[CH:14]=[CH:13][C:12]([C:15]2[CH:16]=[CH:17][CH:18]=[C:19]3[C:24]=2[O:23][C:22]([N:25]2[CH2:26][CH2:27][O:28][CH2:29][CH2:30]2)=[CH:21][C:20]3=[O:31])=[CH:11][CH:10]=1. Reported procedure: [4-(2-Morpholin-4-yl-4-oxo-4H-chromen-8-yl)-benzyl]-carbamic acid tert-butyl ester [F] (230 mg, 0.53 mmol), in dichloromethane (5 ml) was treated with 4M hydrogen chloride in dioxane (2 ml). The reaction was stirred at room temperature for 3 hours during which time a precipitate forms. The solvent was removed in vacuo and the residue triturated with ether. The resulting solid was collected by filtration and dried to give 8-(4-aminomethyl-phenyl)-2-morpholin-4-yl-chromen-4-one [G]. Yield 189 mg, ... The reactants are CC(=O)O[BH-](OC(C)=O)OC(C)=O, CN(C)C1(c2ccccc2)CCC(=O)CC1, CC(=O)O, ClCCCl, [Na+], C1CCOC1, NCc1csc2ccccc12. Yields the product CN(C)C1(c2ccccc2)CCC(NCc2csc3ccccc23)CC1. As a reaction SMILES: [C:32]([O:33][BH-:34]([O:35][C:36](=[O:37])[CH3:38])[O:39][C:40](=[O:41])[CH3:42])(=[O:43])[CH3:44].[CH3:12][N:13]([C:14]1([c:21]2[cH:22][cH:23][cH:24][cH:25][cH:26]2)[CH2:15][CH2:16][C:17](=[O:20])[CH2:18][CH2:19]1)[CH3:27].[CH3:51][C:52](=[O:53])[OH:54].[Cl:28][CH2:29][CH2:30][Cl:31].[Na+:45].[O:46]1[CH2:47][CH2:48][CH2:49][CH2:50]1.[s:1]1[c:2]2[c:3]([c:4]([CH2:6][NH2:7])[cH:5]1)[cH:8][cH:9][cH:10][cH:11]2>>[s:1]1[c:2]2[c:3]([c:4]([CH2:6][NH:7][CH:17]3[CH2:16][CH2:15][C:14]([N:13]([CH3:12])[CH3:27])([c:21]4[cH:22][cH:23][cH:24][cH:25][cH:26]4)[CH2:19][CH2:18]3)[cH:5]1)[cH:8][cH:9][cH:10][cH:11]2. The reactants are CC(CC(=O)O)(C=C)C (3,3-dimethypent-4-enoic acid), BrC(Cl)(Cl)Cl (bromotrichloromethane), C(C1=CC=CC=C1)(=O)OOC(C1=CC=CC=C1)=O (benzoyl peroxide), C(Cl)(Cl)(Cl)Cl (carbon tetrachloride). The product is BrC(C(CC(=O)O)(C)C)CC(Cl)(Cl)Cl (4-bromo-3,3-dimethyl-6,6,6-trichlorohexanoic acid). RXN SMILES: [CH3:1][C:2]([CH3:9])([CH:7]=[CH2:8])[CH2:3][C:4]([OH:6])=[O:5].[Br:10]C(Cl)(Cl)Cl.C(OOC(=O)C1C=CC=CC=1)(=O)C1C=CC=CC=1.[C:33]([Cl:37])(Cl)([Cl:35])[Cl:34]>>[Br:10][CH:7]([CH2:8][C:33]([Cl:37])([Cl:35])[Cl:34])[C:2]([CH3:9])([CH3:1])[CH2:3][C:4]([OH:6])=[O:5]. Procedure: A mixture of 3,3-dimethypent-4-enoic acid (18.2 g.), carbon tetrachloride (100 ml.), bromotrichloromethane (57.0 g.) and benzoyl peroxide (0.15 g.) was refluxed under a nitrogen atmosphere for 72 hours after which the volatile portion was removed by evaporation under reduced pressure. The residue was recrystallised from petroleum ether (boiling range 80° to 100° C.) to yield 4-bromo-3,3-dimethyl-6,6,6-trichlorohexanoic acid, m.p. 123°-124° C.